Dataset: the Open Reaction Database (ORD), a public repository of structured organic reaction records. Task: describe an organic reaction: reactants, conditions, products, and yield Starting materials: O=C1NC(=NC=2C=CC3=C(C12)C=C(C=C3)C#C[Si](C)(C)C)NC(C(C)(C)C)=O (N-(1,2-dihydro-1-oxo-9-(trimethylsilylethynyl)benzo[f]quinazolin-3-yl)pivalamide), C(C)(=O)O (acetic acid). Run in CO (methanol), O (water). Product: NC1=NC=2C=CC3=C(C2C(N1)=O)C=C(C=C3)C#C (3-amino-9-ethynyl benzo[f]quinazolin- 1(2H)-one). The yield is 58.5%. RXN SMILES: [O:1]=[C:2]1[C:11]2[C:10]3[CH:12]=[C:13]([C:16]#[C:17][Si](C)(C)C)[CH:14]=[CH:15][C:9]=3[CH:8]=[CH:7][C:6]=2[N:5]=[C:4]([NH:22]C(=O)C(C)(C)C)[NH:3]1.C(O)(=O)C>CO.O>[NH2:22][C:4]1[NH:3][C:2](=[O:1])[C:11]2[C:10]3[CH:12]=[C:13]([C:16]#[CH:17])[CH:14]=[CH:15][C:9]=3[CH:8]=[CH:7][C:6]=2[N:5]=1. Reported procedure: A solution of N-(1,2-dihydro-1-oxo-9-(trimethylsilylethynyl)benzo[f]quinazolin-3-yl)pivalamide (0.24 g, 0.61 mmol) and K2C03 (0.50 9'3.6 mmol) in methanol (-50 ml) was stirred at reflux for 2.5 hours. The solution was then diluted with water (-20 ml) acidified with acetic acid, and the resulting solid filtered and dried at 900 C under reduced pressure. The solid was resuspended in ethanol (- 20 ml), filtered, and dried to give 3-amino-9-ethynyl benzo[f]quinazolin- 1(2H)-one (0.084 g) as a tan so... Reactants: COCCOC1=CC(=C(C=C1)[N+](=O)[O-])[N+](=O)[O-] (2-methoxyethoxy-3,4-dinitrobenzene), COCCN1C(=CC2=CC(=CC=C12)NC(=O)C1=CC=C(C=O)C=C1)C (4-(1-(2-methoxyethyl)-2-methyl-5-indolylaminocarbonyl)benzaldehyde). The product is COCCOC=1C=CC2=C(NC(=N2)C2=CC=C(C(=O)NC=3C=C4C=C(N(C4=CC3)CCOC)C)C=C2)C1 (4-(6-(2-Methoxyethoxy)-1H-benzo[d]imidazol-2-yl)-N-(1-(2-methoxyethyl)-2-methylindol-5-yl)benzamide). As a reaction SMILES: [CH3:1][O:2][CH2:3][CH2:4][O:5][C:6]1[CH:11]=[CH:10][C:9]([N+:12]([O-])=O)=[C:8]([N+:15]([O-])=O)[CH:7]=1.[CH3:18][O:19][CH2:20][CH2:21][N:22]1[C:30]2[C:25](=[CH:26][C:27]([NH:31][C:32]([C:34]3[CH:41]=[CH:40][C:37]([CH:38]=O)=[CH:36][CH:35]=3)=[O:33])=[CH:28][CH:29]=2)[CH:24]=[C:23]1[CH3:42]>>[CH3:1][O:2][CH2:3][CH2:4][O:5][C:6]1[CH:11]=[CH:10][C:9]2[N:12]=[C:38]([C:37]3[CH:36]=[CH:35][C:34]([C:32]([NH:31][C:27]4[CH:26]=[C:25]5[C:30](=[CH:29][CH:28]=4)[N:22]([CH2:21][CH2:20][O:19][CH3:18])[C:23]([CH3:42])=[CH:24]5)=[O:33])=[CH:41][CH:40]=3)[NH:15][C:8]=2[CH:7]=1. Procedure: Compound 675 was prepared according to the procedure similar to that described in Scheme III from 1-(2-methoxyethoxy-3,4-dinitrobenzene and 4-(1-(2-methoxyethyl)-2-methyl-5-indolylaminocarbonyl)benzaldehyde. [M+H]+ calcd for C29H30N4O4: 499.24; found: 499.06. Starting materials: C1(=CC=CC=C1)C(NC[Si](C)(C)C)C1=CC=CC=C1 (Diphenyl-N-((trimethylsilyl)methyl)methanamine), C=O (formaldehyde), CO (methanol), C(=O)([O-])[O-].[K+].[K+] (K2CO3), CO (Methanol). The solvent is O (water), CC(C)(C)OC (tBME). Run at temperature 0 celsius. Yields the product crude product, COCN(C(C1=CC=CC=C1)C1=CC=CC=C1)C[Si](C)(C)C (N-(methoxymethyl)diphenyl-N-((trimethylsilyl)methyl)methanamine). Yield: 100.0%. Reaction SMILES: [C:1]1([CH:7]([C:14]2[CH:19]=[CH:18][CH:17]=[CH:16][CH:15]=2)[NH:8][CH2:9][Si:10]([CH3:13])([CH3:12])[CH3:11])[CH:6]=[CH:5][CH:4]=[CH:3][CH:2]=1.[CH2:20]=O.CO.[C:24]([O-:27])([O-])=O.[K+].[K+]>O.CC(OC)(C)C>[CH3:20][O:27][CH2:24][N:8]([CH2:9][Si:10]([CH3:13])([CH3:12])[CH3:11])[CH:7]([C:14]1[CH:19]=[CH:18][CH:17]=[CH:16][CH:15]=1)[C:1]1[CH:2]=[CH:3][CH:4]=[CH:5][CH:6]=1 |f:3.4.5|. Reported procedure: Diphenyl-N-((trimethylsilyl)methyl)methanamine (5.5 g, 20.4 mmol) was added dropwise to mixture of 37% aqueous formaldehyde (2.9 g) and methanol (1.5 g) while stirring at 0° C. After the addition was complete the reaction mixture was stirred for 2 hours at 0° C. K2CO3 (3 g) was added and the solidified mixture was warmed to room temperature. Methanol (4 ml) was added. After one hour stirring at room temperature, tBME (50 ml) and water (5 ml) was added. The organic layer was separated and dried w... Starting materials: NC1=CC(=C(C(=O)OC)C=C1Cl)OC(C)C#CC (methyl 4-amino-5-chloro-2-{(3-pentyn-2-yl)oxy}benzoate), solution, Cl (hydrochloric acid), O (water). Run in CO (methanol). Conditions: temperature 50 celsius, time 6 hour. The product is NC1=CC(=C(C(=O)O)C=C1Cl)OC(C)C#CC (4-Amino-5-chloro-2-{(3-pentyn-2-yl)oxy}benzoic acid). Isolated yield 97.0%. Reaction SMILES: [NH2:1][C:2]1[C:11]([Cl:12])=[CH:10][C:5]([C:6]([O:8]C)=[O:7])=[C:4]([O:13][CH:14]([C:16]#[C:17][CH3:18])[CH3:15])[CH:3]=1.O.Cl>CO>[NH2:1][C:2]1[C:11]([Cl:12])=[CH:10][C:5]([C:6]([OH:8])=[O:7])=[C:4]([O:13][CH:14]([C:16]#[C:17][CH3:18])[CH3:15])[CH:3]=1. Reported procedure: To the suspension of methyl 4-amino-5-chloro-2-{(3-pentyn-2-yl)oxy}benzoate (56.0 g) in methanol (1.3 l) aqueous sodium hydroxide (SN) solution (140 ml) was added. -The resultant mixture was stirred for 6 hours at 50° C., and then 3 days at room temperature. To the obtained mixture, water (1 l) was added, followed by acidification with 2N hydrochloric acid. Crystal thus precipitated was recovered by filtration, washed with water and dried to obtain 51.5 g of the title compound as colorless cryst... Reactants: CC=C(c1ccccc1)C(C(=O)Nc1ccc(OCCN(C)C)cc1)c1ccc(OCOC)cc1, CO, CCOC(C)=O, Cl, [Na+], O=C([O-])O, O. Yields the product CC=C(c1ccccc1)C(C(=O)Nc1ccc(OCCN(C)C)cc1)c1ccc(O)cc1. Reaction SMILES: [CH3:1][N:2]([CH2:3][CH2:4][O:5][c:6]1[cH:7][cH:8][c:9]([NH:12][C:13]([CH:14]([C:15](=[CH:16][CH3:17])[c:18]2[cH:19][cH:20][cH:21][cH:22][cH:23]2)[c:24]2[cH:25][cH:26][c:27]([O:30][CH2:31][O:32][CH3:33])[cH:28][cH:29]2)=[O:34])[cH:10][cH:11]1)[CH3:35].[CH3:42][OH:43].[CH3:44][CH2:45][O:46][C:47]([CH3:48])=[O:49].[ClH:36].[Na+:41].[O-:37][C:38]([OH:39])=[O:40].[OH2:50]>>[CH3:1][N:2]([CH2:3][CH2:4][O:5][c:6]1[cH:7][cH:8][c:9]([NH:12][C:13]([CH:14]([C:15](=[CH:16][CH3:17])[c:18]2[cH:19][cH:20][cH:21][cH:22][cH:23]2)[c:24]2[cH:25][cH:26][c:27]([OH:30])[cH:28][cH:29]2)=[O:34])[cH:10][cH:11]1)[CH3:35]. Reactants: C(C)(=O)OC(C)=O (acetic anhydride), C(C)(=O)OC1=CC2=CC=CC=C2C=C1 (2-naphthyl acetate), C(C)(=O)OC1=CC2=CC=CC=C2C=C1 (2-naphthyl acetate), C(C)(=O)OC1=CC2=CC=CC=C2C=C1 (2-naphthyl acetate). Reagents/catalysts: [Cr].[Co] (Hastelloy C). Conditions: temperature -50 celsius. Yields the product OC=1C=C2C=CC(CC2=CC1)=O (6-hydroxy-2-naphthone). RXN SMILES: C([O:4][C:5]1[CH:14]=[CH:13][C:12]2[C:7](=[CH:8][CH:9]=[CH:10][CH:11]=2)[CH:6]=1)(=O)C.C(OC(=O)C)(=[O:17])C>[Cr].[Co]>[OH:17][C:10]1[CH:11]=[C:12]2[C:7](=[CH:8][CH:9]=1)[CH2:6][C:5](=[O:4])[CH:14]=[CH:13]2 |f:2.3|. Procedure: These examples further illustrate the process of the invention. In each of the examples, a 300 cc Hastelloy C autoclave was charged with a quantity of 2-naphthyl acetate. In Examples 7, 8 and 9, one mole of acetic anhydride per mole of 2-naphthyl acetate was also charged with the 2-naphthyl acetate. The autoclave was cooled to -50° C. and evacuated to 150 mm Hg whereupon a quantity of anhydrous hydrogen fluoride was transferred from a cylinder to the autoclave at such a rate that the temperature... Reactants: OC1(CCOCC1)C#CC1=CC2=C(N=C(CC(N2)=O)C=2C=C(C#N)C=CC2)C=C1 (3-[7-(4-hydroxy-tetrahydro-pyran-4-ylethynyl)-4-oxo-4,5-dihydro-3H-benzo[b][1,4]diazepin-2-yl]-benzonitrile), C(=O)(C(F)(F)F)O (TFA), IC=1C=C(C=CC1)C1=NC2=C(NC(C1)=O)C=C(C=C2)C#CC2=CC=CC=C2 (4-(3-Iodo-phenyl)-8-phenylethynyl-1,3-dihydro-benzo[b][1,4]diazepin-2-one), C(#C)C1(CCOCC1)O (4-ethynyl-tetrahydro-pyran-4-ol). The solvent is C(Cl)Cl (CH2Cl2). The product is O1CCC(=CC1)C#CC1=CC2=C(N=C(CC(N2)=O)C=2C=C(C#N)C=CC2)C=C1 (3-[7-(3,6-Dihydro-2H-pyran-4-ylethynyl)-4-oxo-4,5-dihydro-3H-benzo[b][1,4]diazepin-2-yl]-benzonitrile). Reaction SMILES: O[C:2]1([C:8]#[C:9][C:10]2[CH:29]=[CH:28][C:13]3[N:14]=[C:15]([C:20]4[CH:21]=[C:22]([CH:25]=[CH:26][CH:27]=4)[C:23]#[N:24])[CH2:16][C:17](=[O:19])[NH:18][C:12]=3[CH:11]=2)[CH2:7][CH2:6][O:5][CH2:4][CH2:3]1.IC1C=C(C2CC(=O)NC3C=C(C#CC4C=CC=CC=4)C=CC=3N=2)C=CC=1.C(C1(O)CCOCC1)#C.C(O)(C(F)(F)F)=O>C(Cl)Cl>[O:5]1[CH2:4][CH:3]=[C:2]([C:8]#[C:9][C:10]2[CH:29]=[CH:28][C:13]3[N:14]=[C:15]([C:20]4[CH:21]=[C:22]([CH:25]=[CH:26][CH:27]=4)[C:23]#[N:24])[CH2:16][C:17](=[O:19])[NH:18][C:12]=3[CH:11]=2)[CH2:7][CH2:6]1. Reported procedure: Prepared from 3-[7-(4-hydroxy-tetrahydro-pyran-4-ylethynyl)-4-oxo-4,5-dihydro-3H-benzo[b][1,4]diazepin-2-yl]-benzonitrile [prepared from 4-(3-iodophenyl)-8-phenylethynyl-1,3-dihydro-benzo[b][1,4]diazepin-2-one (Example 11) (387 mg, 1.0 mmol) and 4-ethynyl-tetrahydro-pyran-4-ol [CAS-No. 57385-16-7] (315 mg, 2.5 mmol) according to the general procedure F. Obtained as a yellow solid (296 mg)] (50 mg, 0.13 mmol) by treatment with TFA in CH2Cl2 according to the general procedure M. Obtained as a ligh...